From a dataset of the Open Reaction Database (ORD), a public repository of structured organic reaction records. describe an organic reaction: reactants, conditions, products, and yield The reactants are C1(=CC=CC=C1)NC(NCC(=O)N)=S (2-(3-phenyl-thioureido)-acetamide), C(C)I (ethyl iodide). Run in C(C)O (ethanol). Yields the product C(C)SC1=NCC(N1C1=CC=CC=C1)=O (2-Ethylsulfanyl-3-phenyl-3,5-dihydro-imidazol-4-one). Yield: 41.5%. RXN SMILES: [C:1]1([NH:7][C:8](=[S:14])[NH:9][CH2:10][C:11](N)=[O:12])[CH:6]=[CH:5][CH:4]=[CH:3][CH:2]=1.[CH2:15](I)[CH3:16]>C(O)C>[CH2:15]([S:14][C:8]1[N:7]([C:1]2[CH:2]=[CH:3][CH:4]=[CH:5][CH:6]=2)[C:11](=[O:12])[CH2:10][N:9]=1)[CH3:16]. Reported procedure: A mixture of 2-(3-phenyl-thioureido)-acetamide (7.1 g), ethyl iodide (18.0 g), and ethanol (300 mL) was heated at reflux for 2 hours. The solvent was evaporated. The residue was dissolved in chloroform (300 mL) and water (300 mL). The organic phase was washed with water, dried over anhydrous MgSO4, then evaporated to dryness. The residue was crystallized from ethyl acetate/hexane to give the title compound (3.1 g), m.p. 79°-81° C. Anal. Calcd. for. C11H12N2O S: C, 59.97; H, 5.49; N, 12.72. Found... Starting materials: [H-].[Na+] (Sodium hydride), ClC=1C=C(CN2C(=CC3=C(C=CC=C23)S)C(=O)OCC)C=CC1Cl (ethyl N-(3,4-dichlorobenzyl)-4-mercaptoindole-2-carboxylate), OCCCBr (3-hydroxyprop-1-yl bromide). Run in CN(C)C=O (DMF). Conditions: time 1 hour. The product is ClC=1C=C(CN2C(=CC3=C(C=CC=C23)SCCCO)C(=O)OCC)C=CC1Cl (Ethyl N-(3,4-Dichlorobenzyl)-4-(3-hydroxypropylthio)indole-2-carboxylate). The yield is 15.3%. As a reaction SMILES: [H-].[Na+].[Cl:3][C:4]1[CH:5]=[C:6]([CH:23]=[CH:24][C:25]=1[Cl:26])[CH2:7][N:8]1[C:16]2[C:11](=[C:12]([SH:17])[CH:13]=[CH:14][CH:15]=2)[CH:10]=[C:9]1[C:18]([O:20][CH2:21][CH3:22])=[O:19].[OH:27][CH2:28][CH2:29][CH2:30]Br>CN(C=O)C>[Cl:3][C:4]1[CH:5]=[C:6]([CH:23]=[CH:24][C:25]=1[Cl:26])[CH2:7][N:8]1[C:16]2[C:11](=[C:12]([S:17][CH2:30][CH2:29][CH2:28][OH:27])[CH:13]=[CH:14][CH:15]=2)[CH:10]=[C:9]1[C:18]([O:20][CH2:21][CH3:22])=[O:19] |f:0.1|. Procedure details: Sodium hydride (20 mg) was added to a stirred solution of ethyl N-(3,4-dichlorobenzyl)-4-mercaptoindole-2-carboxylate (170 mg) in DMF (7.5 ml). After 1 hour, 3-hydroxyprop-1-yl bromide (89 mg) was added and stirring continued for 16 hours. The reaction mixture was partitioned between water and ethyl acetate and combined organic extracts were dried (MgSO4), concentrated in vacuo and the residue purified by column chromatography using dichloromethane as eluent to give the product as a yellow gum (... The reactants are FC1=C(C=C(C=C1)[N+](=O)[O-])C1(COCC1)C (3-(2-fluoro-5-nitrophenyl)-tetrahydro-3-methylfuran). The reagents and catalysts are [Pd] (palladium on carbon). Solvent: CO (methanol). Run at time 1 hour. Yields the product FC1=C(C=C(C=C1)N)C1(COCC1)C (4-fluoro-3-(tetrahydro-3-methylfuran-3-yl)benzenamine). Reaction SMILES: [F:1][C:2]1[CH:7]=[CH:6][C:5]([N+:8]([O-])=O)=[CH:4][C:3]=1[C:11]1([CH3:16])[CH2:15][CH2:14][O:13][CH2:12]1>CO.[Pd]>[F:1][C:2]1[CH:7]=[CH:6][C:5]([NH2:8])=[CH:4][C:3]=1[C:11]1([CH3:16])[CH2:15][CH2:14][O:13][CH2:12]1. Procedure details: To 3-(2-fluoro-5-nitrophenyl)-tetrahydro-3-methylfuran in methanol was added a catalytic amount of palladium on carbon (10%). The mixture was allowed to stir for 1 h at room temperature under hydrogen atmosphere. Mixture was filtered though celite and concentrated to afford 4-fluoro-3-(tetrahydro-3-methylfuran-3-yl)benzenamine. Starting materials: Brc1cccc(I)c1, O=C([O-])[O-], COC(=O)CCc1ccc(O)cc1C, CC(C)(C)C(=O)CC(=O)C(C)(C)C, CN1CCCC1=O, Cl[Cu], [Cs+], [Cs+]. Yields the product COC(=O)CCc1ccc(Oc2cccc(Br)c2)cc1C. RXN SMILES: [Br:15][c:16]1[cH:17][c:18]([I:22])[cH:19][cH:20][cH:21]1.[C:23](=[O:24])([O-:25])[O-:26].[CH3:1][O:2][C:3]([CH2:4][CH2:5][c:6]1[c:7]([CH3:13])[cH:8][c:9]([OH:12])[cH:10][cH:11]1)=[O:14].[CH3:29][C:30]([CH3:31])([C:32](=[O:33])[CH2:34][C:35](=[O:36])[C:37]([CH3:38])([CH3:39])[CH3:40])[CH3:41].[CH3:42][N:43]1[CH2:44][CH2:45][CH2:46][C:47]1=[O:48].[Cl:49][Cu:50].[Cs+:27].[Cs+:28]>>[CH3:1][O:2][C:3]([CH2:4][CH2:5][c:6]1[c:7]([CH3:13])[cH:8][c:9]([O:12][c:18]2[cH:17][c:16]([Br:15])[cH:21][cH:20][cH:19]2)[cH:10][cH:11]1)=[O:14]. Reactants: C(C)(C)(C)N=NC1(CCCCC1)N=C=O (1-t-butylazo-1-isocyanatocyclohexane), NC1=CC=CC=C1 (aniline). The solvent is CCCCC (pentane). Reaction conditions: time 3 day. Product: C(C)(C)(C)N=NC1(CCCCC1)NC(=O)NC1=CC=CC=C1 (N-[1-(t-Butylazo)cyclohexyl]-N'-phenylurea). RXN SMILES: [C:1]([N:5]=[N:6][C:7]1([N:13]=[C:14]=[O:15])[CH2:12][CH2:11][CH2:10][CH2:9][CH2:8]1)([CH3:4])([CH3:3])[CH3:2].[NH2:16][C:17]1[CH:22]=[CH:21][CH:20]=[CH:19][CH:18]=1>CCCCC>[C:1]([N:5]=[N:6][C:7]1([NH:13][C:14]([NH:16][C:17]2[CH:22]=[CH:21][CH:20]=[CH:19][CH:18]=2)=[O:15])[CH2:12][CH2:11][CH2:10][CH2:9][CH2:8]1)([CH3:4])([CH3:2])[CH3:3]. Procedure details: To 6.9 grams (0.033 moles) of 1-t-butylazo-1-isocyanatocyclohexane stirred with a magnetic stirrer in a 50 ml erlenmeyer flask was added 3.08 grams (0.033 moles) aniline. The reaction mixture was stirred for three days at room temperature. The solid mass that formed was slurried in pentane and filtered. The filter cake was air dried and weighed 9.2 grams (92% crude yield). The product melted at 169°-171° C. with decomposition and the infrared spectrum of the product contained a strong carbonyl b...